This data is from the Open Reaction Database (ORD), a public repository of structured organic reaction records. The task is: describe an organic reaction: reactants, conditions, products, and yield The reactants are [Al+3], C1CCOC1, CN, CN, Cl, [H-], [H-], [H-], [H-], [Li+], [Na+], COC(=O)C1CCOCC1, [OH-]. The product is CNCC1CCOCC1. Reaction SMILES: [Al+3:19].[CH2:24]1[O:25][CH2:26][CH2:27][CH2:28]1.[CH3:11][NH2:12].[CH3:14][NH2:15].[ClH:13].[H-:18].[H-:21].[H-:22].[H-:23].[Li+:20].[Na+:17].[O:1]1[CH2:2][CH2:3][CH:4]([C:7]([O:8][CH3:9])=[O:10])[CH2:5][CH2:6]1.[OH-:16]>>[O:1]1[CH2:2][CH2:3][CH:4]([CH2:7][NH:12][CH3:11])[CH2:5][CH2:6]1. Product: O=[N+]([O-])c1ccc(CN2CCN(CC(O)COc3cccc4[nH]c5ccccc5c34)CC2)o1. Reactants: C1CCOC1, CC(=O)O, ClCCl, O=Cc1ccc([N+](=O)[O-])o1, OC(COc1cccc2[nH]c3ccccc3c12)CN1CCNCC1. As a reaction SMILES: [CH2:39]1[O:40][CH2:41][CH2:42][CH2:43]1.[CH3:25][C:26](=[O:27])[OH:28].[Cl:44][CH2:45][Cl:46].[N+:29](=[O:30])([O-:31])[c:32]1[cH:33][cH:34][c:35]([CH:36]=[O:37])[o:38]1.[cH:1]1[cH:2][cH:3][c:4]([O:14][CH2:15][CH:16]([CH2:17][N:18]2[CH2:19][CH2:20][NH:21][CH2:22][CH2:23]2)[OH:24])[c:5]2[c:6]3[cH:7][cH:8][cH:9][cH:10][c:11]3[nH:12][c:13]12>>[cH:1]1[cH:2][cH:3][c:4]([O:14][CH2:15][CH:16]([CH2:17][N:18]2[CH2:19][CH2:20][N:21]([CH2:36][c:35]3[cH:34][cH:33][c:32]([N+:29](=[O:30])[O-:31])[o:38]3)[CH2:22][CH2:23]2)[OH:24])[c:5]2[c:6]3[cH:7][cH:8][cH:9][cH:10][c:11]3[nH:12][c:13]12. The reactants are COc1cccc2cc(C(=O)O)ccc12, O=C(Cl)C(=O)Cl, [N-]=[N+]=[N-], [Na+], [Na+], CN(C)C=O, [OH-], O. The product is COc1cccc2cc(N)ccc12. Reaction SMILES: [CH3:1][O:2][c:3]1[c:4]2[cH:5][cH:6][c:7]([C:13]([OH:14])=[O:15])[cH:8][c:9]2[cH:10][cH:11][cH:12]1.[Cl:21][C:22]([C:23]([Cl:24])=[O:25])=[O:26].[N-:28]=[N+:29]=[N-:30].[Na+:27].[Na+:32].[O:16]=[CH:17][N:18]([CH3:19])[CH3:20].[OH-:31].[OH2:33]>>[CH3:1][O:2][c:3]1[c:4]2[cH:5][cH:6][c:7]([NH2:18])[cH:8][c:9]2[cH:10][cH:11][cH:12]1. The reactants are C(#N)CC(=O)N (2-cyanoacetamide), ClC1=CC=C(C=C1)C(C=O)=CN(C)C (2-(4-chlorophenyl)-3-(dimethylamino)acrolein). The solvent is [Na] (Sodium). Product: ClC1=CC=C(C=C1)C=1C=C(C(NC1)=O)C#N (5-(4-CHLOROPHENYL)-3-CYANO-2-(1H)-PYRIDONE). Reaction SMILES: [C:1]([CH2:3][C:4]([NH2:6])=[O:5])#[N:2].[Cl:7][C:8]1[CH:13]=[CH:12][C:11]([C:14](=[CH:17]N(C)C)[CH:15]=O)=[CH:10][CH:9]=1>[Na]>[Cl:7][C:8]1[CH:13]=[CH:12][C:11]([C:14]2[CH:17]=[C:3]([C:1]#[N:2])[C:4](=[O:5])[NH:6][CH:15]=2)=[CH:10][CH:9]=1 |^1:20|. Reported procedure: Sodium (7 grams in 300 ml methanol) was stirred while a methanolic solution of 2-cyanoacetamide (16 grams) and 2-(4-chlorophenyl)-3-(dimethylamino)acrolein (37 grams) was added. The mixture was refluxed for 1 hour and the resulting precipitate was filtered, washed with ethanol, dissolved in hot water, and then acidified. The resulting precipitate was filtered, washed with water, and identified as the desired product, m.p. 278°-280° C. Starting materials: Fc1ccc(CBr)cc1, C1CCOC1, CCOC(C)=O, [H-], [Na+], O, OCCO. The product is OCCOCc1ccc(F)cc1. RXN SMILES: [Br:7][CH2:8][c:9]1[cH:10][cH:11][c:12]([F:15])[cH:13][cH:14]1.[CH2:17]1[O:18][CH2:19][CH2:20][CH2:21]1.[CH3:22][CH2:23][O:24][C:25]([CH3:26])=[O:27].[H-:6].[Na+:5].[OH2:16].[OH:1][CH2:2][CH2:3][OH:4]>>[O:1]([CH2:2][CH2:3][OH:4])[CH2:8][c:9]1[cH:10][cH:11][c:12]([F:15])[cH:13][cH:14]1.